From a dataset of the Open Reaction Database (ORD), a public repository of structured organic reaction records. describe an organic reaction: reactants, conditions, products, and yield The product is CCOC(=O)C(CCCl)c1ccccc1. RXN SMILES: [CH2:33]1[O:34][CH2:35][CH2:36][CH2:37]1.[CH2:38]([O:39][CH2:40][CH3:41])[CH3:42].[CH2:8]([CH3:9])[O:10][C:11]([CH2:12][c:13]1[cH:14][cH:15][cH:16][cH:17][cH:18]1)=[O:19].[CH3:20][N:21]1[CH2:22][CH2:23][CH2:24][N:25]([CH3:26])[C:27]1=[O:28].[CH:1]([NH:2][CH:3]([CH3:4])[CH3:5])([CH3:6])[CH3:7].[Cl:29][CH2:30][CH2:31][Br:32]>>[CH2:8]([CH3:9])[O:10][C:11]([CH:12]([c:13]1[cH:14][cH:15][cH:16][cH:17][cH:18]1)[CH2:31][CH2:30][Cl:29])=[O:19]. Starting materials: C1CCOC1, CCOCC, CCOC(=O)Cc1ccccc1, CN1CCCN(C)C1=O, CC(C)NC(C)C, ClCCBr. Starting materials: ClC1=NC=C2C(=N1)N(C(N(C2C)C2=CC=C(C=C2)OC)=O)C2=CC=C(C=C2)OC ((±)-7-chloro-1,3-bis-(4-methoxy-phenyl)-4-methyl-3,4-dihydro-1H-pyrimido[4,5-d]pyrimidin-2-one), NC1=CC=CC=C1 (aniline). Run at temperature 100 celsius. Yields the product COC1=CC=C(C=C1)N1C(N(C(C=2C1=NC(=NC2)NC2=CC=CC=C2)C)C2=CC=C(C=C2)OC)=O ((±)-1,3-bis-(4-methoxy-phenyl)-4-methyl-7-phenylamino-3,4-dihydro-1H-pyrimido[4,5-d]pyrimidin-2-one). RXN SMILES: Cl[C:2]1[N:7]=[C:6]2[N:8]([C:22]3[CH:27]=[CH:26][C:25]([O:28][CH3:29])=[CH:24][CH:23]=3)[C:9](=[O:21])[N:10]([C:13]3[CH:18]=[CH:17][C:16]([O:19][CH3:20])=[CH:15][CH:14]=3)[CH:11]([CH3:12])[C:5]2=[CH:4][N:3]=1.[NH2:30][C:31]1[CH:36]=[CH:35][CH:34]=[CH:33][CH:32]=1>>[CH3:29][O:28][C:25]1[CH:26]=[CH:27][C:22]([N:8]2[C:6]3=[N:7][C:2]([NH:30][C:31]4[CH:36]=[CH:35][CH:34]=[CH:33][CH:32]=4)=[N:3][CH:4]=[C:5]3[CH:11]([CH3:12])[N:10]([C:13]3[CH:18]=[CH:17][C:16]([O:19][CH3:20])=[CH:15][CH:14]=3)[C:9]2=[O:21])=[CH:23][CH:24]=1. Reported procedure: The mixture of (±)-7-chloro-1,3-bis-(4-methoxy-phenyl)-4-methyl-3,4-dihydro-1H-pyrimido[4,5-d]pyrimidin-2-one (0.30 g; 0.72 mmol) (from Example 4a supra) and aniline (0.20 mL; 2.16 mmol) (Aldrich) was heated at 100° C. for 40 minutes. The mixture was then cooled to room temperature and triturated with hexanes. The resulting solid was dissolved in dichloromethane, washed with water and brine, dried over sodium sulfate and concentrated. The residue was purified by flash chromatography (Biotage, 12...